From a dataset of the Open Reaction Database (ORD), a public repository of structured organic reaction records. describe an organic reaction: reactants, conditions, products, and yield The reactants are C(C)(=O)O (acetic acid), C(C=C)CC(C)=O (allylacetone), CCOCC (ether), [H-].[Na+] (sodium hydride). Reaction conditions: time 8 hour. The product is COC(CC(CCC=C)=O)=O (3-oxo-6-heptenoic acid methyl ester). Reaction SMILES: [CH2:1]([CH2:4][C:5](=[O:7])[CH3:6])[CH:2]=[CH2:3].[C:8]([OH:11])(=[O:10])C.[H-].[Na+].[CH3:14]COCC>>[CH3:14][O:11][C:8](=[O:10])[CH2:6][C:5](=[O:7])[CH2:4][CH2:1][CH:2]=[CH2:3] |f:2.3|. Reported procedure: A solution of allylacetone (40 g; 0.42 mol) in 110 ml of ether was added dropwise to the stirred mixture during about 5 hours. The mixture was allowed to stand overnight at room temperature, and was stirred for 1 hour under refluxing, and then 50 ml of acetic acid was added to the mixture to decompose the unreacted sodium hydride. The reaction mixture was treated by the conventional method and the remained oily material was distilled to obtain 50 g of 3-oxo-6-heptenoic acid methyl ester. The reactants are C(C)OC(=O)C=1NC2=CC(=CC=C2C1)OCC1=CC=CC=C1 (6-benzyloxy-1H-indole-2-carboxylic acid ethyl ester), [H-].[Na+] (sodium hydride), oil, COCCl (chloromethyl methyl ether), O (Water). Run in CN(C)C=O (DMF). Conditions: time 15 minute. Yields the product C(C)OC(=O)C=1N(C2=CC(=CC=C2C1)OCC1=CC=CC=C1)COC (6-benzyloxy-1-methoxymethyl-1H-indole-2-carboxylic acid ethyl ester). Yield: 101.7%. Reaction SMILES: [CH2:1]([O:3][C:4]([C:6]1[NH:7][C:8]2[C:13]([CH:14]=1)=[CH:12][CH:11]=[C:10]([O:15][CH2:16][C:17]1[CH:22]=[CH:21][CH:20]=[CH:19][CH:18]=1)[CH:9]=2)=[O:5])[CH3:2].[H-].[Na+].[CH3:25][O:26][CH2:27]Cl.O>CN(C=O)C>[CH2:1]([O:3][C:4]([C:6]1[N:7]([CH2:25][O:26][CH3:27])[C:8]2[C:13]([CH:14]=1)=[CH:12][CH:11]=[C:10]([O:15][CH2:16][C:17]1[CH:22]=[CH:21][CH:20]=[CH:19][CH:18]=1)[CH:9]=2)=[O:5])[CH3:2] |f:1.2|. Procedure: To a solution of 6-benzyloxy-1H-indole-2-carboxylic acid ethyl ester (3.00 g, 10 mmol) in DMF (30 ml) was added 60% sodium hydride in oil (0.49 g, 12 mmol) under ice cooling and the mixture was stirred for 15 minutes. Then to the mixture was added chloromethyl methyl ether (1.0 ml, 13 mmol) under ice cooling and stirred for 0.5 hour. Water (60 ml) was added to the reaction mixture and extracted with AcOEt, the organic layer was washed with saturated aqueous NaHCO3 and brine, dried over anhydrous... Starting materials: ClC1=C(C=C(C(=O)N(C2=C(OCCC(=O)O)C=CC=C2)C)C=C1)C=1C=NC(=CC1C#N)C(F)(F)F (3-(2-{[4-chloro-3-(4-cyano-6-trifluoromethyl-pyridin-3-yl)-benzoyl]-methyl-amino}-phenoxy)-propionic acid), C(C)(C)(C)OC(NCCN)=O ((2-amino-ethyl)-carbamic acid tert-butyl ester), CCN=C=NCCCN(C)C (EDCI), C=1C=CC2=C(C1)N=NN2O (HOBt), CCN(C(C)C)C(C)C (DIPEA). Run in CN(C)C=O (DMF), CO (MeOH). Reaction conditions: time 48 hour. Yields the product C(C)(C)(C)OC(NCCNC(CCOC1=C(C=CC=C1)N(C)C(C1=CC(=C(C=C1)Cl)C=1C=NC(=CC1C#N)C(F)(F)F)=O)=O)=O ({2-[3-(2-{[4-chloro-3-(4-cyano-6-trifluoromethyl-pyridin-3-yl)-benzoyl]-methyl-amino}-phenoxy)-propionylamino]-ethyl}-carbamic acid tert-butyl ester). RXN SMILES: [Cl:1][C:2]1[CH:23]=[CH:22][C:5]([C:6]([N:8]([CH3:21])[C:9]2[CH:20]=[CH:19][CH:18]=[CH:17][C:10]=2[O:11][CH2:12][CH2:13][C:14](O)=[O:15])=[O:7])=[CH:4][C:3]=1[C:24]1[CH:25]=[N:26][C:27]([C:32]([F:35])([F:34])[F:33])=[CH:28][C:29]=1[C:30]#[N:31].[C:36]([O:40][C:41](=[O:46])[NH:42][CH2:43][CH2:44][NH2:45])([CH3:39])([CH3:38])[CH3:37].CCN=C=NCCCN(C)C.C1C=CC2N(O)N=NC=2C=1.CCN(C(C)C)C(C)C>CN(C=O)C.CO>[C:36]([O:40][C:41](=[O:46])[NH:42][CH2:43][CH2:44][NH:45][C:14](=[O:15])[CH2:13][CH2:12][O:11][C:10]1[CH:17]=[CH:18][CH:19]=[CH:20][C:9]=1[N:8]([C:6](=[O:7])[C:5]1[CH:22]=[CH:23][C:2]([Cl:1])=[C:3]([C:24]2[CH:25]=[N:26][C:27]([C:32]([F:34])([F:35])[F:33])=[CH:28][C:29]=2[C:30]#[N:31])[CH:4]=1)[CH3:21])([CH3:39])([CH3:37])[CH3:38]. Procedure details: To a mixture of 3-(2-{[4-chloro-3-(4-cyano-6-trifluoromethyl-pyridin-3-yl)-benzoyl]-methyl-amino}-phenoxy)-propionic acid 11-4 (50 mg, 0.10 mmol) and (2-amino-ethyl)-carbamic acid tert-butyl ester (51.5 mg, 0.54 mmol) in DMF (500 μL), EDCI (22 mg, 0.12 mmol), HOBt (16 mg, 0.12 mmol) and DIPEA (34 μl, 0.19 mmol) were added. The mixture was stirred for 48 hrs at rt, diluted with MeOH (500 μL) and purified by prep HPLC to afford {2-[3-(2-{[4-chloro-3-(4-cyano-6-trifluoromethyl-pyridin-3-yl)-benzoyl... Reactants: C1(=CC=CC=C1)[C@H](C)N[C@H](CC=1C=C(C(=O)OC)C=CC1)C (methyl 3-[(2S)-2-{[(1S)-1-phenylethyl]amino}propyl]benzoate), C(=O)[O-].[NH4+] (ammonium formate). The reagents and catalysts are [OH-].[C+4].[Pd+2].[OH-].[OH-].[OH-].[OH-].[OH-] (palladium-carbon hydroxide). Solvent: C(C)O (ethanol). Conditions: temperature 80 celsius, time 4 hour. Product: N[C@H](CC=1C=C(C(=O)OC)C=CC1)C (methyl 3-[(2S)-2-aminopropyl]benzoate). The yield is 98.9%. As a reaction SMILES: C1([C@@H]([NH:9][C@@H:10]([CH3:22])[CH2:11][C:12]2[CH:13]=[C:14]([CH:19]=[CH:20][CH:21]=2)[C:15]([O:17][CH3:18])=[O:16])C)C=CC=CC=1.C([O-])=O.[NH4+]>C(O)C.[OH-].[C+4].[Pd+2].[OH-].[OH-].[OH-].[OH-].[OH-]>[NH2:9][C@@H:10]([CH3:22])[CH2:11][C:12]1[CH:13]=[C:14]([CH:19]=[CH:20][CH:21]=1)[C:15]([O:17][CH3:18])=[O:16] |f:1.2,4.5.6.7.8.9.10.11|. Reported procedure: To a solution of 280 mg of methyl 3-[(2S)-2-{[(1S)-1-phenylethyl]amino}propyl]benzoate in 6.8 ml of ethanol were added 30 mg of 20% palladium-carbon hydroxide (wet) and 320 mg of ammonium formate, followed by stirring at 80° C. for 4 hours. The reaction mixture was filtered over Celite and the solvent was then evaporated under reduced pressure. To the obtained residue were added a saturated aqueous sodium hydrogen carbonate solution and chloroform to carry out a layer separation operation, follo... The reactants are CCOC(=O)c1cn(-c2cccc(-c3ccccc3OC)c2)cn1, CCO, [K+], [OH-]. The product is COc1ccccc1-c1cccc(-n2cnc(C(=O)O)c2)c1. RXN SMILES: [CH2:1]([CH3:2])[O:3][C:4](=[O:5])[c:6]1[n:7][cH:8][n:9](-[c:11]2[cH:12][c:13](-[c:17]3[c:18]([O:23][CH3:24])[cH:19][cH:20][cH:21][cH:22]3)[cH:14][cH:15][cH:16]2)[cH:10]1.[CH3:27][CH2:28][OH:29].[K+:26].[OH-:25]>>[O:3]=[C:4]([OH:5])[c:6]1[n:7][cH:8][n:9](-[c:11]2[cH:12][c:13](-[c:17]3[c:18]([O:23][CH3:24])[cH:19][cH:20][cH:21][cH:22]3)[cH:14][cH:15][cH:16]2)[cH:10]1. Starting materials: CN, COC(=O)CCC[N+](=O)[O-]. Product: CNC(=O)CCC[N+](=O)[O-]. As a reaction SMILES: [CH3:11][NH2:12].[N+:1](=[O:2])([O-:3])[CH2:4][CH2:5][CH2:6][C:7]([O:9][CH3:8])=[O:10]>>[N+:1](=[O:2])([O-:3])[CH2:4][CH2:5][CH2:6][C:7](=[O:9])[NH:12][CH3:11]. Starting materials: [OH-].[Na+] (sodium hydroxide), FC(C(C(C(=O)OCC)C1=CC=C(C=C1)CN1N=C(OCC1=O)C1=CC=CC=C1)C)(F)F (ethyl 4,4,4-trifluoro-3-methyl-2-{4-[(5-oxo-2-phenyl-5,6-dihydro-4H-1,3,4-oxadiazin-4-yl)methyl]phenyl}butanoate). The solvent is O1CCOCC1 (dioxane). Reaction conditions: temperature 80 celsius, time 8 hour. Yields the product FC(C(C(C(=O)O)C1=CC=C(C=C1)CN1N=C(OCC1=O)C1=CC=CC=C1)C)(F)F (4,4,4-Trifluoro-3-methyl-2-{4-[(5-oxo-2-phenyl-5,6-dihydro-4H-1,3,4-oxadiazin-4-yl)methyl]-phenyl}butanoic Acid). Reaction SMILES: [OH-].[Na+].[F:3][C:4]([F:34])([F:33])[CH:5]([CH3:32])[CH:6]([C:12]1[CH:17]=[CH:16][C:15]([CH2:18][N:19]2[C:24](=[O:25])[CH2:23][O:22][C:21]([C:26]3[CH:31]=[CH:30][CH:29]=[CH:28][CH:27]=3)=[N:20]2)=[CH:14][CH:13]=1)[C:7]([O:9]CC)=[O:8]>O1CCOCC1>[F:34][C:4]([F:3])([F:33])[CH:5]([CH3:32])[CH:6]([C:12]1[CH:13]=[CH:14][C:15]([CH2:18][N:19]2[C:24](=[O:25])[CH2:23][O:22][C:21]([C:26]3[CH:31]=[CH:30][CH:29]=[CH:28][CH:27]=3)=[N:20]2)=[CH:16][CH:17]=1)[C:7]([OH:9])=[O:8] |f:0.1|. Procedure: 11.4 ml (11.4 mmol) of 1 N aqueous sodium hydroxide solution were added to a solution of 1283 mg (2.86 mmol) of ethyl 4,4,4-trifluoro-3-methyl-2-{4-[(5-oxo-2-phenyl-5,6-dihydro-4H-1,3,4-oxadiazin-4-yl)methyl]phenyl}butanoate in 10 ml of dioxane, and the mixture was stirred at 80° C. overnight. After the reaction had gone to completion, the dioxane was removed under reduced pressure and the solution that remained was diluted with water and then adjusted to pH 2 with 1 M hydrochloric acid. The pre...